From a dataset of the Open Reaction Database (ORD), a public repository of structured organic reaction records. describe an organic reaction: reactants, conditions, products, and yield Reactants: Cl.Cl.[C@H]1(CCCN2CCCC[C@H]12)CN1CCC(CC1)NC(=O)C=1NC2=CC=CC(=C2C1)OCC1=COC2=C1C=CC(=C2)Cl (4-(6-Chloro-benzofuran-3-ylmethoxy)-1H-indole-2-carboxylic acid {1-[(1S,9aR)-1-(octahydro-quinolizin-1-yl)methyl]-piperidin-4-yl}-amide dihydrochloride), Cl.Cl.Cl.NC1CCN(CC1)CCN1CCC(CC1)O (1-[2-(4-Amino-piperidin-1-yl)-ethyl]-piperidin-4-ol tri-hydrochloride). Product: OC1CCN(CC1)CCN1CCC(CC1)NC(=O)C=1NC2=CC=CC(=C2C1)OCC1=COC2=C1C=CC(=C2)Cl (4-(6-Chloro-benzofuran-3-ylmethoxy)-1H-indole-2-carboxylic acid {1-[2-(4-hydroxy-piperidin-1-yl)-ethyl]-piperidin-4-yl}-amide). RXN SMILES: Cl.Cl.[C@H]1(C[N:14]2[CH2:19][CH2:18][CH:17]([NH:20][C:21]([C:23]3[NH:24][C:25]4[C:30]([CH:31]=3)=[C:29]([O:32][CH2:33][C:34]3[C:38]5[CH:39]=[CH:40][C:41]([Cl:43])=[CH:42][C:37]=5[O:36][CH:35]=3)[CH:28]=[CH:27][CH:26]=4)=[O:22])[CH2:16][CH2:15]2)[C@@H]2N(CCCC2)CCC1.Cl.Cl.Cl.NC1CCN([CH2:54][CH2:55][N:56]2[CH2:61][CH2:60][CH:59]([OH:62])[CH2:58][CH2:57]2)CC1>>[OH:62][CH:59]1[CH2:60][CH2:61][N:56]([CH2:55][CH2:54][N:14]2[CH2:15][CH2:16][CH:17]([NH:20][C:21]([C:23]3[NH:24][C:25]4[C:30]([CH:31]=3)=[C:29]([O:32][CH2:33][C:34]3[C:38]5[CH:39]=[CH:40][C:41]([Cl:43])=[CH:42][C:37]=5[O:36][CH:35]=3)[CH:28]=[CH:27][CH:26]=4)=[O:22])[CH2:18][CH2:19]2)[CH2:57][CH2:58]1 |f:0.1.2,3.4.5.6|. Reported procedure: This compound is synthesized from 4-(6-chloro-benzofuran-3-ylmethoxy)-1H-indole-2-carboxylic acid (117, see example 72) and amine 21 analogously to the method described in example 1. Reactants: ClC1=NC=C(C=C1)C (2-chloro-5-methyl-pyridine), C[C@H]1NCCNC1 ((2R)-2-methyl-piperazine). Run in CCO (EtOH). Product: C[C@@H]1CN(CCN1)C1=NC=C(C=C1)C ((3R)-3-Methyl-1-(5-methylpyridin-2-yl)piperazine). As a reaction SMILES: Cl[C:2]1[CH:7]=[CH:6][C:5]([CH3:8])=[CH:4][N:3]=1.[CH3:9][C@@H:10]1[CH2:15][NH:14][CH2:13][CH2:12][NH:11]1>CCO>[CH3:9][C@H:10]1[NH:11][CH2:12][CH2:13][N:14]([C:2]2[CH:7]=[CH:6][C:5]([CH3:8])=[CH:4][N:3]=2)[CH2:15]1. Procedure details: A solution of 2-chloro-5-methyl-pyridine (127 mg, 1 mmoles), (2R)-2-methyl-piperazine (200 mg, 2 mmoles) in EtOH (3 mL) was heated in microwave to 180° C. for 5 minutes. The mixture was cooled, concentrated under reduced pressure and partitioned with DCM and the saturated aqueous sodium bicarbonate layer. The aqueous solution was extracted three times with additional DCM. The combined organic extracts were washed twice with water, dried (MgSO4) and filtered. The filtrate was concentrated under r... Reaction SMILES: [CH3:40][C:41]([CH3:42])([O-:43])[CH3:44].[CH3:46][c:47]1[cH:48][cH:49][cH:50][cH:51][cH:52]1.[Cl:33][c:34]1[cH:35][cH:36][cH:37][cH:38][cH:39]1.[K+:45].[c:1]1([CH:11]([CH3:12])[N:13]([C:14]([O:15][C:16]([CH3:17])([CH3:18])[CH3:19])=[O:20])[CH2:21][CH:22]2[CH2:23][NH:24][CH2:25][CH:26]2[c:27]2[cH:28][cH:29][cH:30][cH:31][cH:32]2)[cH:2][cH:3][cH:4][c:5]2[cH:6][cH:7][cH:8][cH:9][c:10]12>>[c:1]1([CH:11]([CH3:12])[N:13]([C:14]([O:15][C:16]([CH3:17])([CH3:18])[CH3:19])=[O:20])[CH2:21][CH:22]2[CH2:23][N:24]([c:34]3[cH:35][cH:36][cH:37][cH:38][cH:39]3)[CH2:25][CH:26]2[c:27]2[cH:28][cH:29][cH:30][cH:31][cH:32]2)[cH:2][cH:3][cH:4][c:5]2[cH:6][cH:7][cH:8][cH:9][c:10]12. Yields the product CC(c1cccc2ccccc12)N(CC1CN(c2ccccc2)CC1c1ccccc1)C(=O)OC(C)(C)C. The reactants are CC(C)(C)[O-], Cc1ccccc1, Clc1ccccc1, [K+], CC(c1cccc2ccccc12)N(CC1CNCC1c1ccccc1)C(=O)OC(C)(C)C. Starting materials: [Cl-].[Mg+2].[Cl-] (magnesium chloride), Cl (hydrochloric acid), O=C(CC(=O)OC(C)(C)C)C (tert-butyl 3-oxobutanoate), C(C)(=O)Cl (acetyl chloride). The solvent is N1=CC=CC=C1 (pyridine), ClCCl (dichloromethane), N1=CC=CC=C1 (pyridine). Conditions: time 15 minute. Yields the product C(C)(=O)C(C(=O)OC(C)(C)C)C(C)=O (tert-butyl 2-acetyl-3-oxobutanoate). Yield: 98.1%. As a reaction SMILES: [O:1]=[C:2]([CH3:11])[CH2:3][C:4]([O:6][C:7]([CH3:10])([CH3:9])[CH3:8])=[O:5].[Cl-].[Mg+2].[Cl-].[C:15](Cl)(=[O:17])[CH3:16].Cl>ClCCl.N1C=CC=CC=1>[C:2]([CH:3]([C:15](=[O:17])[CH3:16])[C:4]([O:6][C:7]([CH3:10])([CH3:9])[CH3:8])=[O:5])(=[O:1])[CH3:11] |f:1.2.3|. Procedure details: 34.2 ml (0.21 mol) of tert-butyl 3-oxobutanoate were dissolved in 300 ml of dichloromethane, and 20 g (0.21 mol, 1.0 eq.) of anhydrous magnesium chloride were added. At 0° C., 33.9 ml (0.42 mol, 2.0 eq.) of dry pyridine were added to the suspension, which was stirred vigorously. After 15 minutes, 14.3 ml (0.21 mol, 1.0 eq.) of acetyl chloride were added dropwise, and the mixture was stirred at RT for 1 hour. At 0° C., excess pyridine was neutralized with dilute hydrochloric acid (37 ml of conc. ... The reactants are ClC(=O)SCl (Chlorocarbonyl sulfenyl chloride), SCCO (2mercaptoethanol), SC1=NC=CC=C1 (2-mercaptopyridine), C([O-])([O-])=O.[NH4+].[NH4+] (Ammonium carbonate), NN (hydrazine), C(=O)(N1C=NC=C1)N1C=NC=C1 (Carbonyldiimidazole). Solvent: C(C)O (ethanol). Yields the product N(N)C(=O)OCCSSC1=NC=CC=C1 (2-[(2-pyridinyl)dithio]ethyl hydrazinecarboxylate), compound 13. As a reaction SMILES: ClC(SCl)=O.[SH:6][CH2:7][CH2:8][OH:9].[SH:10][C:11]1[CH:16]=[CH:15][CH:14]=[CH:13][N:12]=1.C(=O)([O-])[O-].[NH4+:21].[NH4+].[C:23]([N:30]1C=CN=C1)(N1C=CN=C1)=[O:24].NN>C(O)C>[NH:30]([C:23]([O:9][CH2:8][CH2:7][S:6][S:10][C:11]1[CH:16]=[CH:15][CH:14]=[CH:13][N:12]=1)=[O:24])[NH2:21] |f:3.4.5|. Procedure: Another preferred embodiment involves the formation of yet another novel bifunctional compound (FIG. 5). Chlorocarbonyl sulfenyl chloride was reacted with 2mercaptoethanol and 2-mercaptopyridine. Ammonium carbonate solution was added to form 2-(2-Pyridinyl)dithio)ethanol as a colorless oil. Carbonyldiimidazole was added and the mixture was reacted with hydrazine to form 2-[(2-pyridinyl)dithio]ethyl hydrazinecarboxylate, compound 13. This compound was reacted with adriamycin hydrochloride and TFA... Reaction SMILES: [C:1]([C:3]1[C:8]([C:9]2[N:13]([S:14]([C:17]3[CH:22]=[CH:21][CH:20]=[CH:19][C:18]=3[CH3:23])(=[O:16])=[O:15])[CH:12]=[C:11]([CH2:24][N:25](C)[C:26](=O)OC(C)(C)C)[CH:10]=2)=[CH:7][CH:6]=[CH:5][N:4]=1)#[N:2].C(OCC)(=O)C.[ClH:40]>C(OCC)(=O)C.CC(O)C>[ClH:40].[CH3:26][NH:25][CH2:24][C:11]1[CH:10]=[C:9]([C:8]2[C:3]([C:1]#[N:2])=[N:4][CH:5]=[CH:6][CH:7]=2)[N:13]([S:14]([C:17]2[CH:22]=[CH:21][CH:20]=[CH:19][C:18]=2[CH3:23])(=[O:16])=[O:15])[CH:12]=1 |f:1.2,5.6|. Product: Cl.CNCC=1C=C(N(C1)S(=O)(=O)C1=C(C=CC=C1)C)C=1C(=NC=CC1)C#N (3-{4-[(methylamino)methyl]-1-[(2-methylphenyl)sulfonyl]-1H-pyrrol-2-yl}pyridine-2-carbonitrile hydrochloride). Solvent: C(C)(=O)OCC (ethyl acetate), CC(C)O (2-propanol). Reactants: C(#N)C1=NC=CC=C1C1=CC(=CN1S(=O)(=O)C1=C(C=CC=C1)C)CN(C(OC(C)(C)C)=O)C (tert-butyl ({5-(2-cyanopyridin-3-yl)-1-[(2-methylphenyl)sulfonyl]-1H-pyrrol-3-yl}methyl)methylcarbamate), C(C)(=O)OCC.Cl (hydrogen chloride-ethyl acetate). Yield: 90.0%. Reaction conditions: time 2 hour. Procedure: To a solution of tert-butyl ({5-(2-cyanopyridin-3-yl)-1-[(2-methylphenyl)sulfonyl]-1H-pyrrol-3-yl}methyl)methylcarbamate (202 mg) in ethyl acetate (2 mL) and 2-propanol (1 mL) was added 4 mol/L hydrogen chloride-ethyl acetate solution (3 mL), and the mixture was stirred at room temperature for 2 hr. The reaction mixture was concentrated under reduced pressure, and the residue was recrystallized from a mixed solvent of ethanol-water to give the title compound as a white solid (yield 157 mg, 90%).